From a dataset of the Open Reaction Database (ORD), a public repository of structured organic reaction records. describe an organic reaction: reactants, conditions, products, and yield The reactants are CC(=O)Cl, Cc1ccc(O)c(C)c1, ClCCl, O, c1ccncc1. Product: CC(=O)Oc1ccc(C)cc1C. RXN SMILES: [CH3:16][C:17]([Cl:18])=[O:19].[CH3:7][c:8]1[c:9]([OH:15])[cH:10][cH:11][c:12]([CH3:14])[cH:13]1.[Cl:21][CH2:22][Cl:23].[OH2:20].[cH:1]1[cH:2][cH:3][n:4][cH:5][cH:6]1>>[CH3:7][c:8]1[c:9]([O:15][C:17]([CH3:16])=[O:19])[cH:10][cH:11][c:12]([CH3:14])[cH:13]1. Starting materials: ClCCCl, CNOC, CCOC(C)=O, COc1nnc2c(NC(C)C)nc3cc(C(=O)O)ccc3n12, Cl, CN(C)C=O, On1nnc2cccnc21. Yields the product COc1nnc2c(NC(C)C)nc3cc(C(=O)N(C)OC)ccc3n12. As a reaction SMILES: [CH2:38]([Cl:39])[CH2:40][Cl:41].[CH3:24][NH:25][O:26][CH3:27].[CH3:47][CH2:48][O:49][C:50]([CH3:51])=[O:52].[CH:1]([CH3:2])([CH3:3])[NH:4][c:5]1[c:6]2[n:7]([c:8]3[cH:9][cH:10][c:11]([C:15](=[O:16])[OH:17])[cH:12][c:13]3[n:14]1)[c:18]([O:21][CH3:22])[n:19][n:20]2.[ClH:23].[O:42]=[CH:43][N:44]([CH3:45])[CH3:46].[OH:28][n:29]1[c:30]2[n:31][cH:32][cH:33][cH:34][c:35]2[n:36][n:37]1>>[CH:1]([CH3:2])([CH3:3])[NH:4][c:5]1[c:6]2[n:7]([c:8]3[cH:9][cH:10][c:11]([C:15](=[O:17])[N:25]([CH3:24])[O:26][CH3:27])[cH:12][c:13]3[n:14]1)[c:18]([O:21][CH3:22])[n:19][n:20]2. Starting materials: Cc1ccc(CCOc2ccc([N+](=O)[O-])cc2)cc1, CCO, Cl, [Fe], [Na+], [OH-]. Product: Cc1ccc(CCOc2ccc(N)cc2)cc1. RXN SMILES: [CH3:1][c:2]1[cH:3][cH:4][c:5]([CH2:8][CH2:9][O:10][c:11]2[cH:12][cH:13][c:14]([N+:17]([O-:18])=[O:19])[cH:15][cH:16]2)[cH:6][cH:7]1.[CH3:23][CH2:24][OH:25].[ClH:20].[Fe:26].[Na+:22].[OH-:21]>>[CH3:1][c:2]1[cH:3][cH:4][c:5]([CH2:8][CH2:9][O:10][c:11]2[cH:12][cH:13][c:14]([NH2:17])[cH:15][cH:16]2)[cH:6][cH:7]1.